Dataset: the Open Reaction Database (ORD), a public repository of structured organic reaction records. Task: describe an organic reaction: reactants, conditions, products, and yield Starting materials: BrCC(CC1=C(C(=CC=C1)F)C)=O (1-Bromo-3-(3-fluoro-2-methyl-phenyl)-propan-2-one), C(C1=CC=CC=C1)C1=NC=CC=C1 (2-benzyl-pyridine). Solvent: CC(=O)C (acetone). Yields the product FC=1C(=C(CC=2C(=C3C=CC=CN3C2)C2=CC=CC=C2)C=CC1)C (2-(3-Fluoro-2-methyl-benzyl)-1-phenyl-indolizine). Yield: 33.8%. RXN SMILES: Br[CH2:2][C:3](=O)[CH2:4][C:5]1[CH:10]=[CH:9][CH:8]=[C:7]([F:11])[C:6]=1[CH3:12].[CH2:14]([C:21]1[CH:26]=[CH:25][CH:24]=[CH:23][N:22]=1)[C:15]1[CH:20]=[CH:19][CH:18]=[CH:17][CH:16]=1>CC(C)=O>[F:11][C:7]1[C:6]([CH3:12])=[C:5]([CH:10]=[CH:9][CH:8]=1)[CH2:4][C:3]1[C:14]([C:15]2[CH:20]=[CH:19][CH:18]=[CH:17][CH:16]=2)=[C:21]2[N:22]([CH:2]=1)[CH:23]=[CH:24][CH:25]=[CH:26]2. Procedure: The compound of step 2 (1.50 g, 6.12 mmol) and 2-benzyl-pyridine (2.071 g, 12.24 mmol) were dissolved in acetone (30 ml) and the mixture was stirred under reflux overnight. The mixture was concentrated to dryness and the residue was purified by chromatography on silica gel (cyclohexane) to give 0.653 g of the title compound. Reactants: FC(C=1C=C(C=CC1)NC1=C(C(=O)O)C=CC=C1)(F)F (2-[[3-(trifluoromethyl)phenyl]amino]benzoic acid), S(O)(O)(=O)=O (sulfuric acid), CO (methanol). The product is FC(C=1C=C(C=CC1)NC1=C(C(=O)OC)C=CC=C1)(F)F (2-[[3-(trifluoromethyl)phenyl]amino]benzoic acid, methyl ester). Yield: 71.0%. RXN SMILES: [F:1][C:2]([F:20])([F:19])[C:3]1[CH:4]=[C:5]([NH:9][C:10]2[CH:18]=[CH:17][CH:16]=[CH:15][C:11]=2[C:12]([OH:14])=[O:13])[CH:6]=[CH:7][CH:8]=1.S(=O)(=O)(O)O.[CH3:26]O>>[F:1][C:2]([F:19])([F:20])[C:3]1[CH:4]=[C:5]([NH:9][C:10]2[CH:18]=[CH:17][CH:16]=[CH:15][C:11]=2[C:12]([O:14][CH3:26])=[O:13])[CH:6]=[CH:7][CH:8]=1. Procedure: Reaction of 2-[[3-(trifluoromethyl)phenyl]amino]benzoic acid with methanol and sulfuric acid according to the procedure of Example 26 gives a 71% yield of 2-[[3-(trifluoromethyl)phenyl]amino]benzoic acid, methyl ester as a colorless oil.